From a dataset of the Open Reaction Database (ORD), a public repository of structured organic reaction records. describe an organic reaction: reactants, conditions, products, and yield Reactants: S(=O)(=O)([O-])OOS(=O)(=O)[O-].[Na+].[Na+] (sodium persulfate), C(C(=C)CC(=O)O)(=O)O (itaconic acid), solution, C1CCC(C1)NC2=NN=C(C3=CC(=C(C=C32)Cl)Cl)C4=CC=NC=C4 (A-196), polystyrene. The solvent is O (water), O (water). Run at temperature 150 fahrenheit. Yields the product C=CC=C.C=CC1=CC=CC=C1.C(C(=C)CC(=O)O)(=O)O (styrene-butadiene itaconic acid). As a reaction SMILES: [C:1]([OH:9])(=[O:8])[C:2]([CH2:4][C:5]([OH:7])=[O:6])=[CH2:3].C1CC(NC2[C:25]3[C:20](=[CH:21][C:22](Cl)=[C:23](Cl)[CH:24]=3)[C:19]([C:28]3C=CN=CC=3)=NN=2)CC1.S(OOS([O-])(=O)=O)([O-])(=O)=O.[Na+].[Na+]>O>[CH2:1]=[CH:2][CH:4]=[CH2:5].[CH2:28]=[CH:19][C:20]1[CH:25]=[CH:24][CH:23]=[CH:22][CH:21]=1.[C:1]([OH:9])(=[O:8])[C:2]([CH2:4][C:5]([OH:7])=[O:6])=[CH2:3] |f:2.3.4,6.7.8|. Procedure details: A styrene-butadiene-itaconic acid copolymer was prepared by adding to a pressure reactor with constant stirring 29.1 parts water, 1.0 parts itaconic acid, 0.5 parts of a 10 percent solution of Aerosol A-196 surfactant (sodium dicyclohexyl sulfosuccinate, available from American Cyanamid Co., Wayne, N.J.), and 0.5 parts of a polystyrene seed, 25 nm particle size. The mixture was heated to 150° F. and 0.2 parts sodium persulfate in 2.7 parts water was added to initiate the reaction. Reactants: [H-], CI, O=[N+]([O-])c1cccc(-c2nnn[nH]2)c1, [Na+], C1CCOC1. Product: Cn1nnc(-c2cccc([N+](=O)[O-])c2)n1. As a reaction SMILES: [H-:15].[I:17][CH3:18].[N+:1](=[O:2])([O-:3])[c:4]1[cH:5][c:6](-[c:10]2[n:11][n:12][n:13][nH:14]2)[cH:7][cH:8][cH:9]1.[Na+:16].[O:19]1[CH2:20][CH2:21][CH2:22][CH2:23]1>>[N+:1](=[O:2])([O-:3])[c:4]1[cH:5][c:6](-[c:10]2[n:11][n:12][n:13]([CH3:18])[n:14]2)[cH:7][cH:8][cH:9]1.